This data is from the Open Reaction Database (ORD), a public repository of structured organic reaction records. The task is: describe an organic reaction: reactants, conditions, products, and yield Reactants: CS(=O)(=O)C (dimethyl sulfone), atmosphere, C[Si](C)(C)[N-][Si](C)(C)C.[Na+] (sodium-bis-(trimethylsilyl)-amide), C1CCOC1 (THF), BrC1=NC(=CC=C1)F (2-bromo-6-fluoropyridine). Reaction conditions: temperature -17 celsius, time 1 hour. Product: BrC1=NC(=CC=C1)C1(CC1)S(=O)(=O)C (2-Bromo-6-(1-methanesulfonyl-cyclopropyl)-pyridine). Reaction SMILES: C[Si]([N-][Si](C)(C)C)(C)C.[Na+].[Br:11][C:12]1[CH:17]=[CH:16][CH:15]=[C:14](F)[N:13]=1.[CH3:19][S:20]([CH3:23])(=[O:22])=[O:21].[CH2:24]1COC[CH2:25]1>>[Br:11][C:12]1[CH:17]=[CH:16][CH:15]=[C:14]([C:19]2([S:20]([CH3:23])(=[O:22])=[O:21])[CH2:25][CH2:24]2)[N:13]=1 |f:0.1|. Procedure: Under inert gas atmosphere 28.4 mL (56.8 mmol) of a sodium-bis-(trimethylsilyl)-amide solution in THF (c=2 mol/L) are chilled to −17° C. and dropwise charged with 2.00 g (11.3 mmol) 2-bromo-6-fluoropyridine. Afterwards 2.14 g (22.7 mmol) dimethyl sulfone are added and the reaction mixture is stirred at −17° C. for 1 h. The reaction is quenched by the addition of aq. sat.NaCl solution and extracted with EtOAc. The organic layer is dried over MgSO4, filtered and the solvent is removed in vacuo. The reactants are ON=C(C(=O)OCC)C(=O)C1=CC=C(C=C1)OC(C)C (Ethyl 2-hydroxyimino-3-(4-isopropoxyphenyl)-3-oxopropionate), [N+](=O)([O-])C1=CC=C(CN)C=C1 (4-nitrobenzylamine). Yields the product C(C)(C)OC1=CC=C(C=C1)C1=C(N=C(N1)C1=CC=C(C=C1)[N+](=O)[O-])C(=O)OCC (ethyl 5-(4-isopropoxyphenyl)-2-(4-nitrophenyl)imidazole-4-carboxylate). The yield is 19.8%. As a reaction SMILES: O[N:2]=[C:3]([C:9]([C:11]1[CH:16]=[CH:15][C:14]([O:17][CH:18]([CH3:20])[CH3:19])=[CH:13][CH:12]=1)=O)[C:4]([O:6][CH2:7][CH3:8])=[O:5].[N+:21]([C:24]1[CH:31]=[CH:30][C:27]([CH2:28][NH2:29])=[CH:26][CH:25]=1)([O-:23])=[O:22]>>[CH:18]([O:17][C:14]1[CH:15]=[CH:16][C:11]([C:9]2[NH:29][C:28]([C:27]3[CH:26]=[CH:25][C:24]([N+:21]([O-:23])=[O:22])=[CH:31][CH:30]=3)=[N:2][C:3]=2[C:4]([O:6][CH2:7][CH3:8])=[O:5])=[CH:12][CH:13]=1)([CH3:20])[CH3:19]. Reported procedure: Ethyl 2-hydroxyimino-3-(4-isopropoxyphenyl)-3-oxopropionate (15.0 g) and 4-nitrobenzylamine (11.2 g) were reacted and treated in the same manner as in Starting Material Synthetic Example 1 to give ethyl 5-(4-isopropoxyphenyl)-2-(4-nitrophenyl)imidazole-4-carboxylate (4.2 g). The reactants are [Cl-].OC(COCCOCC[N+](C)(C)C)COCCCCCCCCCCCCCCCCCC (2-[2-[2-hydroxy-3-(octadecyloxy)propyloxy]ethoxy]ethyltrimethylammonium chloride), C=C1CC(=O)O1 (diketene), C(C)O (ethanol). The solvent is N1=CC=CC=C1 (pyridine). Run at temperature 45 celsius, time 5 minute. Product: [Cl-].C(CC(=O)C)(=O)OC(COCCOCC[N+](C)(C)C)COCCCCCCCCCCCCCCCCCC (2-[2-[2-(Acetoacetyloxy)-3-(octadecyloxy)propyloxy]ethoxy]ethyltrimethylammonium chloride). Isolated yield 86.0%. Reaction SMILES: [Cl-:1].[OH:2][CH:3]([CH2:15][O:16][CH2:17][CH2:18][CH2:19][CH2:20][CH2:21][CH2:22][CH2:23][CH2:24][CH2:25][CH2:26][CH2:27][CH2:28][CH2:29][CH2:30][CH2:31][CH2:32][CH2:33][CH3:34])[CH2:4][O:5][CH2:6][CH2:7][O:8][CH2:9][CH2:10][N+:11]([CH3:14])([CH3:13])[CH3:12].C(O)C.[CH2:38]=[C:39]1[O:43][C:41](=[O:42])[CH2:40]1>N1C=CC=CC=1>[Cl-:1].[C:41]([O:2][CH:3]([CH2:15][O:16][CH2:17][CH2:18][CH2:19][CH2:20][CH2:21][CH2:22][CH2:23][CH2:24][CH2:25][CH2:26][CH2:27][CH2:28][CH2:29][CH2:30][CH2:31][CH2:32][CH2:33][CH3:34])[CH2:4][O:5][CH2:6][CH2:7][O:8][CH2:9][CH2:10][N+:11]([CH3:12])([CH3:13])[CH3:14])(=[O:42])[CH2:40][C:39]([CH3:38])=[O:43] |f:0.1,5.6|. Procedure details: 1.5 g (2.94 millimole) of 2-[2-[2-hydroxy-3-(octadecyloxy)propyloxy]ethoxy]ethyltrimethylammonium chloride was dissolved in 80 ml of pyridine, to which 2 ml of diketene was added, and the mixture was stirred at 45° C. for 5 minutes. 10 ml of ethanol was added thereto, and the mixture was concentrated to dryness under reduced pressure. The residue was purified by silica gel column chromatography (Merck Co., Art.7734, 38 g, Eluant; chloroform-methanol=4:1-2:1), to give 1.5 g (86%) of the above-cap...